This data is from the Open Reaction Database (ORD), a public repository of structured organic reaction records. The task is: describe an organic reaction: reactants, conditions, products, and yield Run at time 8 hour. Starting materials: C(=O)(O)[O-].[Na+] (NaHCO3), COC(C1=C(C=C(C=C1)N)O)=O (4-amino-2-hydroxy benzoic acid methyl ester), BrC1=CC=C(C=O)C=C1 (4-bromobenzaldehyde), [BH-](OC(=O)C)(OC(=O)C)OC(=O)C.[Na+] (NaBH(OAc)3). Yield: 57.7%. The solvent is O (Water), CC(=O)O (HOAc), ClCCCl (1,2-dichloroethane). Procedure details: To a solution of 4-amino-2-hydroxy benzoic acid methyl ester (836 mg; 5 mmol) and 4-bromobenzaldehyde (926 mg; 5 mmol) in 1 M HOAc in 1,2-dichloroethane (5 mL) was added at once NaBH(OAc)3 (1.49 g; 7 mmol) and the reaction mixture was stirred at room temperature overnight. Water (25 mL) was added and the inhomogeneous mixture was neutralized using solid NaHCO3. The organic layer was isolated, dried, evaporated to dryness and recrystallised from isopropyl ether/dichloromethane/heptane to yield 97... Yields the product COC(C1=C(C=C(C=C1)NCC1=CC=C(C=C1)Br)O)=O (4-(4-Bromo-benzylamino)-2-hydroxy-benzoic acid methyl ester). Reaction SMILES: [CH3:1][O:2][C:3](=[O:12])[C:4]1[CH:9]=[CH:8][C:7]([NH2:10])=[CH:6][C:5]=1[OH:11].[Br:13][C:14]1[CH:21]=[CH:20][C:17]([CH:18]=O)=[CH:16][CH:15]=1.[BH-](OC(C)=O)(OC(C)=O)OC(C)=O.[Na+].C([O-])(O)=O.[Na+]>CC(O)=O.ClCCCl.O>[CH3:1][O:2][C:3](=[O:12])[C:4]1[CH:9]=[CH:8][C:7]([NH:10][CH2:18][C:17]2[CH:20]=[CH:21][C:14]([Br:13])=[CH:15][CH:16]=2)=[CH:6][C:5]=1[OH:11] |f:2.3,4.5|. Reactants: C1CCOC1, Cc1ncc(COc2ccc(C#N)cc2)c2c1OC(C)(C)OC2, O=CO, O. Product: Cc1ncc(COc2ccc(C#N)cc2)c(CO)c1O. RXN SMILES: [CH2:27]1[O:28][CH2:29][CH2:30][CH2:31]1.[CH3:1][C:2]1([CH3:23])[O:3][CH2:4][c:5]2[c:6]([c:7]([CH3:21])[n:8][cH:9][c:10]2[CH2:11][O:12][c:13]2[cH:14][cH:15][c:16]([C:17]#[N:18])[cH:19][cH:20]2)[O:22]1.[CH:24]([OH:25])=[O:26].[OH2:32]>>[OH:3][CH2:4][c:5]1[c:6]([OH:22])[c:7]([CH3:21])[n:8][cH:9][c:10]1[CH2:11][O:12][c:13]1[cH:14][cH:15][c:16]([C:17]#[N:18])[cH:19][cH:20]1.